This data is from the Open Reaction Database (ORD), a public repository of structured organic reaction records. The task is: describe an organic reaction: reactants, conditions, products, and yield Starting materials: C=C1CCC(C)C(CO)C1(C)C, ClCCl, O=[Cr](=O)([O-])Cl, c1cc[nH+]cc1. Product: C=C1CCC(C)C(C=O)C1(C)C. As a reaction SMILES: [CH3:12][C:13]1([CH3:23])[CH:14]([CH2:21][OH:22])[CH:15]([CH3:20])[CH2:16][CH2:17][C:18]1=[CH2:19].[Cl:24][CH2:25][Cl:26].[O:1]=[Cr:2]([Cl:3])([O-:4])=[O:5].[nH+:6]1[cH:7][cH:8][cH:9][cH:10][cH:11]1>>[CH3:12][C:13]1([CH3:23])[CH:14]([CH:21]=[O:22])[CH:15]([CH3:20])[CH2:16][CH2:17][C:18]1=[CH2:19].